Task: describe an organic reaction: reactants, conditions, products, and yield. Dataset: the Open Reaction Database (ORD), a public repository of structured organic reaction records Reactants: diazonium salt, CCOC(=S)[S-].[K+] (potassiumethyl xanthogenate), NC1=CC=C(C=C1)CC(=O)O (4-aminophenyl-acetic acid), N(=O)[O-].[Na+] (sodium nitrite). Solvent: O (water), O (water), Cl (hydrochloric acid), Cl (hydrochloric acid), O (water). Conditions: time 45 minute. The product is SC1=CC=C(C=C1)CC(=O)O (4-mercapto-phenyl-acetic acid). RXN SMILES: N([O-])=O.[Na+].N[C:6]1[CH:11]=[CH:10][C:9]([CH2:12][C:13]([OH:15])=[O:14])=[CH:8][CH:7]=1.CCOC([S-])=[S:20].[K+]>O.Cl>[SH:20][C:6]1[CH:11]=[CH:10][C:9]([CH2:12][C:13]([OH:15])=[O:14])=[CH:8][CH:7]=1 |f:0.1,3.4|. Reported procedure: A solution of 27.6 g of sodium nitrite in 200 cc of water is added dropwise at 0°, while stirring, to a suspension of 60.4 g of 4-aminophenyl-acetic acid in 200 cc of water and 80 cc of concentrated hydrochloric acid. After the addition is complete, the reaction mixture is stirred at the same temperature for a further 45 minutes. This cold diazonium salt solution is then added dropwise at room temperature to a mixture of 74 g of potassiumethyl xanthogenate, 120 cc of water and 300 cc of a 2 N so... Starting materials: C(C)[C@@H]1C[C@@H](C[C@@H]1C1=NN=C2N1C1=C(N=C2)N(C=C1)S(=O)(=O)C1=CC=C(C)C=C1)NS(=O)(=O)C1CC1 (N-((1S,3R,4S)-3-ethyl-4-(6-tosyl-6H-pyrrolo[2,3-e][1,2,4]triazolo[4,3-a]pyrazin-1-yl)cyclopentyl)cyclopropanesulfonamide), O1CCOCC1 (1,4-dioxane), [OH-].[Na+] (NaOH), CCOC(=O)C (EtOAc). Run in O (water), CO (MeOH). Conditions: temperature 60 celsius, time 15 minute. Product: C(C)[C@@H]1C[C@@H](C[C@@H]1C1=NN=C2N1C1=C(N=C2)NC=C1)NS(=O)(=O)C1CC1 (N-((1S,3R,4S)-3-ethyl-4-(6H-pyrrolo[2,3-e][1, 2, 4]triazolo[4,3-a]pyrazin-1-yl)cyclopentyl)cyclopropanesulfonamide). The yield is 66.4%. RXN SMILES: [CH2:1]([C@H:3]1[C@@H:7]([C:8]2[N:12]3[C:13]4[CH:19]=[CH:18][N:17](S(C5C=CC(C)=CC=5)(=O)=O)[C:14]=4[N:15]=[CH:16][C:11]3=[N:10][N:9]=2)[CH2:6][C@@H:5]([NH:30][S:31]([CH:34]2[CH2:36][CH2:35]2)(=[O:33])=[O:32])[CH2:4]1)[CH3:2].O1CCOCC1.[OH-].[Na+].CCOC(C)=O>O.CO>[CH2:1]([C@H:3]1[C@@H:7]([C:8]2[N:12]3[C:13]4[CH:19]=[CH:18][NH:17][C:14]=4[N:15]=[CH:16][C:11]3=[N:10][N:9]=2)[CH2:6][C@@H:5]([NH:30][S:31]([CH:34]2[CH2:36][CH2:35]2)(=[O:33])=[O:32])[CH2:4]1)[CH3:2] |f:2.3|. Reported procedure: A mixture of N-((1S,3R,4S)-3-ethyl-4-(6-tosyl-6H-pyrrolo[2,3-e][1,2,4]triazolo[4,3-a]pyrazin-1-yl)cyclopentyl)cyclopropanesulfonamide (8.00 g, 13.8 mmol), 1,4-dioxane (80 mL) and 1 N aqueous NaOH (30.0 mL, 30.0 mmol) was heated at about 60° C. for about 2 h. Then the reaction was diluted with water (100 mL) and extracted with EtOAc (3×100 mL). The combined organic layers were washed with brine (100 mL), dried over anhydrous Na2SO4, filtered, and concentrated under reduced pressure. The crude mix... The reactants are O=C([O-])[O-], CCOc1cccc(CCl)c1, CCOC(C)=O, [K+], [K+], CN(C)C=O, COC(=O)C1=Cc2cc(O)ccc2S(=O)(=O)CC1. Yields the product CCOc1cccc(COc2ccc3c(c2)C=C(C(=O)OC)CCS3(=O)=O)c1. RXN SMILES: [C:30](=[O:31])([O-:32])[O-:33].[CH2:19]([CH3:20])[O:21][c:22]1[cH:23][c:24]([CH2:25][Cl:26])[cH:27][cH:28][cH:29]1.[CH3:41][CH2:42][O:43][C:44](=[O:45])[CH3:46].[K+:34].[K+:35].[O:36]=[CH:37][N:38]([CH3:39])[CH3:40].[OH:1][c:2]1[cH:3][cH:4][c:5]2[c:6]([cH:18]1)[CH:7]=[C:8]([C:14](=[O:15])[O:16][CH3:17])[CH2:9][CH2:10][S:11]2(=[O:12])=[O:13]>>[O:1]([c:2]1[cH:3][cH:4][c:5]2[c:6]([cH:18]1)[CH:7]=[C:8]([C:14](=[O:15])[O:16][CH3:17])[CH2:9][CH2:10][S:11]2(=[O:12])=[O:13])[CH2:25][c:24]1[cH:23][c:22]([O:21][CH2:19][CH3:20])[cH:29][cH:28][cH:27]1. Starting materials: NC1=C(C2=C(N=C(N2C)NC2=C(C=CC=C2Cl)Cl)C=C1)C#N (5-amino-3-methyl-2-(2,6-dichlorophenylamino)-3H-benzimidazole-4-carbonitrile), OS(=O)(=O)O (H2SO4), C([O-])([O-])=O.[Na+].[Na+] (sodium carbonate). Solvent: CCOCC (ether). Conditions: temperature 105 celsius. Yields the product NC1=C(C2=C(N=C(N2C)NC2=C(C=CC=C2Cl)Cl)C=C1)C(=O)N (5-amino-2-(2,6-dichlorophenylamino)-3-methyl-3H-benzoimidazole-4-carboxylic acid amide). The yield is 66.0%. As a reaction SMILES: [NH2:1][C:2]1[CH:20]=[CH:19][C:5]2[N:6]=[C:7]([NH:10][C:11]3[C:16]([Cl:17])=[CH:15][CH:14]=[CH:13][C:12]=3[Cl:18])[N:8]([CH3:9])[C:4]=2[C:3]=1[C:21]#[N:22].[OH:23]S(O)(=O)=O.C(=O)([O-])[O-].[Na+].[Na+]>CCOCC>[NH2:1][C:2]1[CH:20]=[CH:19][C:5]2[N:6]=[C:7]([NH:10][C:11]3[C:16]([Cl:17])=[CH:15][CH:14]=[CH:13][C:12]=3[Cl:18])[N:8]([CH3:9])[C:4]=2[C:3]=1[C:21]([NH2:22])=[O:23] |f:2.3.4|. Procedure: A mixture of 5-amino-3-methyl-2-(2,6-dichlorophenylamino)-3H-benzimidazole-4-carbonitrile (Example 6) (1 g, 3 mmol) and conc. H2SO4 (8 mL) was warmed to 100-110° C. for 1 h and monitored by TLC for the disappearance of starting material. The mixture was cooled and poured onto a mixture of crushed ice, sodium carbonate, and ether. The precipitate was filtered, washed with water, dissolved in MeOH-methylene chloride, treated with carbon (decolorizing charcoal), dried (MgSO4), filtered, and concent... The reactants are C1CCOC1, CC#CCC(C)(C)C(C=CC1C(O)CC(=O)C1CCCCCCC(=O)O)OC1CCCCO1, CC(=O)O, O. The product is CC#CCC(C)(C)C(O)C=CC1C(O)CC(=O)C1CCCCCCC(=O)O. Reaction SMILES: [CH2:39]1[O:40][CH2:41][CH2:42][CH2:43]1.[CH3:1][C:2]([CH:3]([CH:4]=[CH:5][CH:6]1[CH:7]([OH:21])[CH2:8][C:9](=[O:20])[CH:10]1[CH2:11][CH2:12][CH2:13][CH2:14][CH2:15][CH2:16][C:17](=[O:18])[OH:19])[O:22][CH:23]1[CH2:24][CH2:25][CH2:26][CH2:27][O:28]1)([CH2:29][C:30]#[C:31][CH3:32])[CH3:33].[CH3:34][C:35](=[O:36])[OH:37].[OH2:38]>>[CH3:1][C:2]([CH:3]([CH:4]=[CH:5][CH:6]1[CH:7]([OH:21])[CH2:8][C:9](=[O:20])[CH:10]1[CH2:11][CH2:12][CH2:13][CH2:14][CH2:15][CH2:16][C:17](=[O:18])[OH:19])[OH:22])([CH2:29][C:30]#[C:31][CH3:32])[CH3:33]. The reactants are C([O-])([O-])=O.[K+].[K+] (potassium carbonate), N1(CCCC1)CC(=O)O ((1-Pyrrolidinyl)acetic acid), CN(C=O)C (dimethyl formamide), ClC(=O)[O-] (chloroformate), Cl.C1(=CC=CC=C1)C1(CCNCC1)COC(CO)C1=CC(=CC(=C1)C(F)(F)F)C(F)(F)F (4-Phenyl-4-((1-(3,5-bis(trifluoromethyl)phenyl)-2-hydroxyethoxy) methyl)piperidine Hydrochloride). Solvent: C(C)N(CC)CC (triethylamine), CO (methanol). Reaction conditions: time 10 minute. The product is Cl.C1(=CC=CC=C1)C1(CCN(CC1)NC(CN1CCCC1)=O)COC(CO)C1=CC(=CC(=C1)C(F)(F)F)C(F)(F)F (4-Phenyl-4-((1-(3,5-bis(trifluoromethyl)phenyl )-2-hydroxyethoxy)methyl)-1-(2-(1-pyrrolidinyl)acetamido)piperidine Hydrochloride). Reaction SMILES: [N:1]1([CH2:6][C:7]([OH:9])=O)[CH2:5][CH2:4][CH2:3][CH2:2]1.[Cl:10]C([O-])=O.Cl.[C:15]1([C:21]2([CH2:27][O:28][CH:29]([C:32]3[CH:37]=[C:36]([C:38]([F:41])([F:40])[F:39])[CH:35]=[C:34]([C:42]([F:45])([F:44])[F:43])[CH:33]=3)[CH2:30][OH:31])[CH2:26][CH2:25][NH:24][CH2:23][CH2:22]2)[CH:20]=[CH:19][CH:18]=[CH:17][CH:16]=1.C(=O)([O-])[O-].[K+].[K+].C[N:53](C)C=O>CO.C(N(CC)CC)C>[ClH:10].[C:15]1([C:21]2([CH2:27][O:28][CH:29]([C:32]3[CH:37]=[C:36]([C:38]([F:39])([F:40])[F:41])[CH:35]=[C:34]([C:42]([F:45])([F:43])[F:44])[CH:33]=3)[CH2:30][OH:31])[CH2:26][CH2:25][N:24]([NH:53][C:7](=[O:9])[CH2:6][N:1]3[CH2:2][CH2:3][CH2:4][CH2:5]3)[CH2:23][CH2:22]2)[CH:16]=[CH:17][CH:18]=[CH:19][CH:20]=1 |f:2.3,4.5.6,10.11|. Procedure details: (1-Pyrrolidinyl)acetic acid (0.68 g) in dry dimethyl formamide (20 ml) was treated with triethylamine (1.38 ml) and cooled to -30° C. iButyl chloroformate (0.55 ml) was added and the reaction stirred for 10 minutes before adding the compound of Example 1 (1.0 g). The solution was allowed to warm slowly to room temperature then stirred for 16 hours. The solution was concentrated under reduced pressure then ethyl acetate was added and washed with aqueous sodium chloride, then dried and concentrate... The reactants are [BH4-], CO, CCC=O, [Na+], NCCC(c1ccccc1)c1ccccc1. Product: CCCNCCC(c1ccccc1)c1ccccc1. Reaction SMILES: [BH4-:21].[CH3:23][OH:24].[CH:17]([CH2:18][CH3:19])=[O:20].[Na+:22].[c:1]1([CH:7]([CH2:8][CH2:9][NH2:10])[c:11]2[cH:12][cH:13][cH:14][cH:15][cH:16]2)[cH:2][cH:3][cH:4][cH:5][cH:6]1>>[c:1]1([CH:7]([CH2:8][CH2:9][NH:10][CH2:17][CH2:18][CH3:19])[c:11]2[cH:12][cH:13][cH:14][cH:15][cH:16]2)[cH:2][cH:3][cH:4][cH:5][cH:6]1.